From a dataset of the Open Reaction Database (ORD), a public repository of structured organic reaction records. describe an organic reaction: reactants, conditions, products, and yield Reactants: CC(=O)C (acetone), CCC(C(=O)OCC)P(=O)(OCC)OCC (triethyl 2-phosphonobutyrate), [H-].[Na+] (NaH). The solvent is C(OC)COC (dimethoxyethane). The product is C(C)OC(C(=C(C)C)CC)=O (2-ethyl-3-methyl-but-2-enoic acid ethyl ester). The yield is 73.0%. As a reaction SMILES: [CH3:1][CH2:2][CH:3](P(OCC)(OCC)=O)[C:4]([O:6][CH2:7][CH3:8])=[O:5].[H-].[Na+].[CH3:19][C:20]([CH3:22])=O>C(COC)OC>[CH2:7]([O:6][C:4](=[O:5])[C:3]([CH2:2][CH3:1])=[C:20]([CH3:22])[CH3:19])[CH3:8] |f:1.2|. Procedure: In a manner similar to the method described in example 102a, triethyl 2-phosphonobutyrate (25.2 g, 0.1 mol) was reacted with NaH (2.64 g, 0.11 mol), and then acetone (5.8 g, 0.1 mol) in dimethoxyethane to give 2-ethyl-3-methyl-but-2-enoic acid ethyl ester as colorless oil (Yield: 11.4 g, 73%). RXN SMILES: [CH3:44][CH:45]([OH:46])[CH3:47].[CH:35]([N:36]([CH2:37][CH3:38])[CH:39]([CH3:40])[CH3:41])([CH3:42])[CH3:43].[Cl:26][c:27]1[n:28][cH:29][c:30]([CH2:33][CH3:34])[cH:31][n:32]1.[ClH:1].[F:2][C:3]1([c:9]2[s:10][cH:11][c:12]([CH2:14][O:15][c:16]3[cH:17][cH:18][c:19]([S:22](=[O:23])(=[O:24])[CH3:25])[cH:20][cH:21]3)[n:13]2)[CH2:4][CH2:5][NH:6][CH2:7][CH2:8]1>>[F:2][C:3]1([c:9]2[s:10][cH:11][c:12]([CH2:14][O:15][c:16]3[cH:17][cH:18][c:19]([S:22](=[O:23])(=[O:24])[CH3:25])[cH:20][cH:21]3)[n:13]2)[CH2:4][CH2:5][N:6]([c:27]2[n:28][cH:29][c:30]([CH2:33][CH3:34])[cH:31][n:32]2)[CH2:7][CH2:8]1. The product is CCc1cnc(N2CCC(F)(c3nc(COc4ccc(S(C)(=O)=O)cc4)cs3)CC2)nc1. Reactants: CC(C)O, CCN(C(C)C)C(C)C, CCc1cnc(Cl)nc1, Cl, CS(=O)(=O)c1ccc(OCc2csc(C3(F)CCNCC3)n2)cc1. The reactants are Cl (hydrochloric acid), C(C=C)N(S(=O)(=O)C=1C=NC=CC1N)CC=C (N,N-diallyl-4-aminopyridine-3-sulfonamide), C([O-])([O-])=O.[Cs+].[Cs+] (cesium carbonate), BrC=1C=C(C=CC1)S(=O)(=O)Cl (3-bromobenzenesulfonyl chloride). Solvent: O1CCCC1 (tetrahydrofuran). Reaction conditions: time 5 minute. Product: C(C=C)N(S(=O)(=O)C=1C=NC=CC1NS(=O)(=O)C1=CC(=CC=C1)Br)CC=C (N,N-Diallyl-4-(3-bromophenylsulfonamido)pyridine-3-sulfonamide). The yield is 72.0%. As a reaction SMILES: [CH2:1]([N:4]([CH2:15][CH:16]=[CH2:17])[S:5]([C:8]1[CH:9]=[N:10][CH:11]=[CH:12][C:13]=1[NH2:14])(=[O:7])=[O:6])[CH:2]=[CH2:3].C(=O)([O-])[O-].[Cs+].[Cs+].[Br:24][C:25]1[CH:26]=[C:27]([S:31](Cl)(=[O:33])=[O:32])[CH:28]=[CH:29][CH:30]=1.Cl>O1CCCC1>[CH2:15]([N:4]([CH2:1][CH:2]=[CH2:3])[S:5]([C:8]1[CH:9]=[N:10][CH:11]=[CH:12][C:13]=1[NH:14][S:31]([C:27]1[CH:28]=[CH:29][CH:30]=[C:25]([Br:24])[CH:26]=1)(=[O:33])=[O:32])(=[O:7])=[O:6])[CH:16]=[CH2:17] |f:1.2.3|. Procedure details: A mixture of N,N-diallyl-4-aminopyridine-3-sulfonamide (0.25 g, 1.0 mmol) and cesium carbonate (0.82 g, 2.5 mmol) in tetrahydrofuran (10 mL) was stirred for 5 min, 3-bromobenzenesulfonyl chloride (0.17 mL, 1.2 mmol) was added and the reaction was stirred at room temperature over night. Diluted hydrochloric acid was added and the mixture was extracted with ethyl acetate. The organic phase was dried over magnesium sulfate and the solvent was evaporated. Purification by column chromatography, using... The reactants are FC(C(=O)O)(F)F (trifluoroacetic acid), CN(C)C=C(C(=O)OCC)N1C=NC(=C1)C#N (Ethyl 3-(N,N-dimethylamino)-2-(4-cyano-1H-imidazol-1-yl)acrylate), N(N)C1=CC(=NC=N1)N1CC(C1)O (1-(6-Hydrazinylpyrimidin-4-yl)azetidin-3-ol). Run in C(C)(=O)OCC (ethyl acetate). Conditions: temperature 100 celsius, time 10 hour. The product is OC1CN(C1)C1=CC(=NC=N1)N1NC=C(C1=O)N1C=NC(=C1)C#N (1-{2-[6-(3-Hydroxyazetidin-1-yl)pyrimidin-4-yl]-3-oxo-2,3-dihydro-1H-pyrazol-4-yl}-1H-imidazole-4-carbonitrile). As a reaction SMILES: FC(F)(F)C(O)=O.C[N:9]([CH:11]=[C:12]([N:18]1[CH:22]=[C:21]([C:23]#[N:24])[N:20]=[CH:19]1)[C:13]([O:15]CC)=O)C.[NH:25]([C:27]1[N:32]=[CH:31][N:30]=[C:29]([N:33]2[CH2:36][CH:35]([OH:37])[CH2:34]2)[CH:28]=1)N>C(OCC)(=O)C>[OH:37][CH:35]1[CH2:36][N:33]([C:29]2[N:30]=[CH:31][N:32]=[C:27]([N:25]3[C:13](=[O:15])[C:12]([N:18]4[CH:22]=[C:21]([C:23]#[N:24])[N:20]=[CH:19]4)=[CH:11][NH:9]3)[CH:28]=2)[CH2:34]1. Procedure: 46 μl (68 mg, 0.6 mmol) of trifluoroacetic acid are added to a mixture of 700 mg (3.0 mmol) of the compound from Example 6A and 541 mg (3.0 mmol) of the compound from Example 10A in 10 ml of ethyl acetate, and the mixture is stirred at 100° C. for 10 h. The reaction mixture is concentrated under reduced pressure and taken up in 5 ml of ethanol, and the precipitate is filtered off. The solid is suspended in 10 ml of water, and 1 N aqueous sodium hydroxide solution (pH=9) is added until the solid ...